From a dataset of the Open Reaction Database (ORD), a public repository of structured organic reaction records. describe an organic reaction: reactants, conditions, products, and yield Reactants: S(O)(O)(=O)=O (sulfuric acid), [K+].[Br-] (KBr), ClCC(=O)NC1=C(C(=C(C(=C1C(NC)=O)OC)NC(CCl)=O)C(NC)=O)OC (2,5-Bis(chloroacetamido)-3,6-bis(methylcarbamyl)-1,4-dimethoxybenzene), C(C)(=O)[O-].[Na+] (sodium acetate). Run in C(C)(=O)OCC.CO (ethyl acetate methanol), C(C)(=O)O (acetic acid), O (water). Conditions: temperature 110 celsius. The product is ClCC=1N(C(C=2C(=C(C=3C(N(C(=NC3C2OC)CCl)C)=O)OC)N1)=O)C (2,7-Bis(chloromethyl)-5,10-dimethoxy-3,8-dimethylpyrimido [4,5-g]quinazoline-4,9(3H,8H)-dione). As a reaction SMILES: S(=O)(=O)(O)O.[Cl:6][CH2:7][C:8]([NH:10][C:11]1[C:16]([C:17](=[O:20])[NH:18][CH3:19])=[C:15]([O:21][CH3:22])[C:14]([NH:23][C:24](=O)[CH2:25][Cl:26])=[C:13]([C:28](=[O:31])[NH:29][CH3:30])[C:12]=1[O:32][CH3:33])=O.C([O-])(=O)C.[Na+].[K+].[Br-]>C(OCC)(=O)C.CO.O.C(O)(=O)C>[Cl:26][CH2:25][C:24]1[N:29]([CH3:30])[C:28](=[O:31])[C:13]2[C:14]([N:23]=1)=[C:15]([O:21][CH3:22])[C:16]1[C:17](=[O:20])[N:18]([CH3:19])[C:8]([CH2:7][Cl:6])=[N:10][C:11]=1[C:12]=2[O:32][CH3:33] |f:2.3,4.5,6.7|. Procedure details: To a solution consisting of 15 mL of acetic acid and 0.5 mL of sulfuric acid, was added 333 mg (0.766 mmol) of 12. The resulting mixture was heated at 110° C. for 5.5 hours. After cooling the reaction mixture to room temperature, the solution was poured over ca 50 mL of water and then buffered to pH 6 with sodium acetate. The resulting yellow precipitate was filtered, washed with water, and then dried. The dried solid was recrystallized from ethanol: 219 mg (72%) yield; mp 273°-274° C.; TLC (eth... Starting materials: Cl.Cl.NC1=NC=C(C(=N1)N)CC1=CC(=C(C(=C1)OC)N)OC (2,4-diamino-5-(4-amino-3,5-dimethoxy-benzyl)pyrimidine dihydrochloride), C([O-])(O)=O.[Na+] (sodium bicarbonate), [N-]=[N+]=[N-].[Na+] (sodium azide), Cl (hydrochloric acid), N(=O)[O-].[Na+] (sodium nitrite). The solvent is O (water), O (water), O (water). Yields the product NC1=NC=C(C(=N1)N)CC1=CC(=C(C(=C1)OC)N=[N+]=[N-])OC (2,4-diamino-5-(4-azido-3,5-dimethoxy-benzyl)pyrimidine). Reaction SMILES: Cl.Cl.[NH2:3][C:4]1[N:9]=[C:8]([NH2:10])[C:7]([CH2:11][C:12]2[CH:17]=[C:16]([O:18][CH3:19])[C:15]([NH2:20])=[C:14]([O:21][CH3:22])[CH:13]=2)=[CH:6][N:5]=1.Cl.N([O-])=O.[Na+].[N-:28]=[N+:29]=[N-].[Na+].C(=O)(O)[O-].[Na+]>O>[NH2:3][C:4]1[N:9]=[C:8]([NH2:10])[C:7]([CH2:11][C:12]2[CH:13]=[C:14]([O:21][CH3:22])[C:15]([N:20]=[N+:28]=[N-:29])=[C:16]([O:18][CH3:19])[CH:17]=2)=[CH:6][N:5]=1 |f:0.1.2,4.5,6.7,8.9|. Reported procedure: A solution of 7 g. of 2,4-diamino-5-(4-amino-3,5-dimethoxy-benzyl)pyrimidine dihydrochloride in 60 ml. of 1N hydrochloric acid and 40 ml. of water was treated over a period of 5 minutes with stirring and ice-cooling with a solution of 1.52 g. of sodium nitrite in 10 ml. of water. After stirring at 0° C. for 30 minutes, a solution of 1.43 g. of sodium azide in 20 ml. of water was added. The solution was stirred at 0° C. for 2 hours and then treated with sodium bicarbonate to obtain an alkaline re... Reactants: C(C)(C)(C)N1N=CC(=C(C1=O)Cl)[N+](=O)[O-] (2-tert-butyl-4-chloro-5-nitropyridazin-3-(2H)-one), aqueous solution, CS.[Na] (sodium methylmercaptan). The solvent is O1CCOCC1 (dioxane). Reaction conditions: time 10 minute. The product is C(C)(C)(C)N1N=CC(=C(C1=O)SC)[N+](=O)[O-] (2-tert-butyl-4-methylthio-5-nitropyridazin-3-(2H)-one). Yield: 62.6%. RXN SMILES: [C:1]([N:5]1[C:10](=[O:11])[C:9](Cl)=[C:8]([N+:13]([O-:15])=[O:14])[CH:7]=[N:6]1)([CH3:4])([CH3:3])[CH3:2].[CH3:16][SH:17].[Na]>O1CCOCC1>[C:1]([N:5]1[C:10](=[O:11])[C:9]([S:17][CH3:16])=[C:8]([N+:13]([O-:15])=[O:14])[CH:7]=[N:6]1)([CH3:4])([CH3:3])[CH3:2] |f:1.2,^1:17|. Procedure: Into 20 ml of a dioxane solution of 2.31 g of 2-tert-butyl-4-chloro-5-nitropyridazin-3-(2H)-one, 5 ml of an aqueous solution of 0.7 g of sodium methylmercaptan was dropwise added over a period of 4 minutes under cooling with ice. The mixture was stirred at room temperature for 10 minutes and then extracted with ethyl acetate. The extract was washed with water and then with saturated sodium chloride aqueous solution, and then it was dried over anhydrous sodium sulfate and concentrated. The residu... Starting materials: OC=1C=C(C(=O)NC2=NN(C=C2)C)C=C(C1)OCC1=CC=CC=C1 (3-hydroxy-N-(1-methyl-1H-pyrazol-3-yl)-5-[(phenylmethyl)oxy]benzamide), CC1=CC=C(C=C1)S(=O)(=O)O[C@@H]1COCC1 ((3S)-tetrahydrofuran-3-yl 4-methylbenzenesulfonate), C([O-])([O-])=O.[K+].[K+] (potassium carbonate). Solvent: C(C)#N (acetonitrile). Run at temperature 160 celsius, time 3 hour. Yields the product CN1N=C(C=C1)NC(C1=CC(=CC(=C1)O[C@H]1COCC1)OCC1=CC=CC=C1)=O (N-(1-methyl-1H-pyrazol-3-yl)-3-[(phenylmethyl)oxy]-5-[(3R)-tetrahydrofuran-3-yloxy]benzamide). As a reaction SMILES: [OH:1][C:2]1[CH:3]=[C:4]([CH:14]=[C:15]([O:17][CH2:18][C:19]2[CH:24]=[CH:23][CH:22]=[CH:21][CH:20]=2)[CH:16]=1)[C:5]([NH:7][C:8]1[CH:12]=[CH:11][N:10]([CH3:13])[N:9]=1)=[O:6].CC1C=CC(S(O[C@H:36]2[CH2:40][CH2:39][O:38][CH2:37]2)(=O)=O)=CC=1.C(=O)([O-])[O-].[K+].[K+]>C(#N)C>[CH3:13][N:10]1[CH:11]=[CH:12][C:8]([NH:7][C:5](=[O:6])[C:4]2[CH:3]=[C:2]([O:1][C@@H:36]3[CH2:40][CH2:39][O:38][CH2:37]3)[CH:16]=[C:15]([O:17][CH2:18][C:19]3[CH:24]=[CH:23][CH:22]=[CH:21][CH:20]=3)[CH:14]=2)=[N:9]1 |f:2.3.4|. Reported procedure: A suspension of 3-hydroxy-N-(1-methyl-1H-pyrazol-3-yl)-5-[(phenylmethyl)oxy]benzamide (450 mg, 1.39 mmol), (3S)-tetrahydrofuran-3-yl 4-methylbenzenesulfonate (507 mg, 2.09 mmol) and potassium carbonate (481 mg, 3.48 mmol) in acetonitrile (5 mL) was stirred in a microwave reactor at 160° C. for 3 hours. The solvent was removed in vacuo and ethyl acetate added. The organics were washed with water (40 mL), brine (40 mL), dried (MgSO4), filtered and the solvent removed in vacuo. The residue was chro...